From a dataset of the Open Reaction Database (ORD), a public repository of structured organic reaction records. describe an organic reaction: reactants, conditions, products, and yield Reactants: CC(C)(CCC=C(C)C)OC (2,6-dimethyl-2-methoxyhept-5-ene), CSC (Dimethyl sulfide), O=[O+][O-] (ozone), O=O (oxygen). Run in CO (methanol), C(Cl)Cl (methylene chloride). Run at time 16 hour. Product: COC(CCC=O)(C)C (4-methoxy-4-methylpentanal). As a reaction SMILES: [CH3:1][C:2]([O:10][CH3:11])([CH2:4][CH2:5][CH:6]=C(C)C)[CH3:3].[O:12]=[O+][O-].O=O.CSC>CO.C(Cl)Cl>[CH3:11][O:10][C:2]([CH3:3])([CH3:1])[CH2:4][CH2:5][CH:6]=[O:12]. Procedure details: A stirred, cooled (-65° C.) mixture of 2,6-dimethyl-2-methoxyhept-5-ene (125 g, 1.25 mol), methylene chloride (500 mL) and methanol (500 mL) was treated with a gas stream enriched with ozone. Upon the appearance of a blue color pure oxygen was passed through the mixture followed by nitrogen. Dimethyl sulfide (88 mL, 1.4 mol) was added and the mixture was allowed to stand 16 hours at 25° C. Upon workup 4-methoxy-4-methylpentanal was obtained, bp30 85°-87° C. (64.4 g); NMR(CDCl3)δ1.2(s,6H), 1.9(t,... Reactants: CCOC(=O)C1CCN(C)CC1, O=C(Nc1ccc(CCl)cc1)C1=Cc2cc(-c3ccccc3)ccc2CC1, CN(C)C=O. The product is CCOC(=O)C1CC[N+](C)(Cc2ccc(NC(=O)C3=Cc4cc(-c5ccccc5)ccc4CC3)cc2)CC1, [Cl-]. Reaction SMILES: [CH3:28][N:29]1[CH2:30][CH2:31][CH:32]([C:35](=[O:36])[O:37][CH2:38][CH3:39])[CH2:33][CH2:34]1.[Cl:1][CH2:2][c:3]1[cH:4][cH:5][c:6]([NH:9][C:10](=[O:11])[C:12]2=[CH:13][c:14]3[cH:15][c:16](-[c:22]4[cH:23][cH:24][cH:25][cH:26][cH:27]4)[cH:17][cH:18][c:19]3[CH2:20][CH2:21]2)[cH:7][cH:8]1.[O:40]=[CH:41][N:42]([CH3:43])[CH3:44]>>[CH2:2]([c:3]1[cH:4][cH:5][c:6]([NH:9][C:10](=[O:11])[C:12]2=[CH:13][c:14]3[cH:15][c:16](-[c:22]4[cH:23][cH:24][cH:25][cH:26][cH:27]4)[cH:17][cH:18][c:19]3[CH2:20][CH2:21]2)[cH:7][cH:8]1)[N+:29]1([CH3:28])[CH2:30][CH2:31][CH:32]([C:35](=[O:36])[O:37][CH2:38][CH3:39])[CH2:33][CH2:34]1.[Cl-:1]. Yields the product Cc1cc(F)cc(C)c1CNc1cccn2c(CO)c(C)nc12. Starting materials: CCOC(=O)c1c(C)nc2c(NCc3c(C)cc(F)cc3C)cccn12, Cc1ccccc1, O. RXN SMILES: [C:1](=[O:2])([O:3][CH2:4][CH3:5])[c:6]1[c:7]([CH3:26])[n:8][c:9]2[n:10]1[cH:11][cH:12][cH:13][c:14]2[NH:15][CH2:16][c:17]1[c:18]([CH3:25])[cH:19][c:20]([F:24])[cH:21][c:22]1[CH3:23].[CH3:28][c:29]1[cH:30][cH:31][cH:32][cH:33][cH:34]1.[OH2:27]>>[CH2:1]([OH:2])[c:6]1[c:7]([CH3:26])[n:8][c:9]2[n:10]1[cH:11][cH:12][cH:13][c:14]2[NH:15][CH2:16][c:17]1[c:18]([CH3:25])[cH:19][c:20]([F:24])[cH:21][c:22]1[CH3:23]. The reactants are C1(CC1)N(C(C1=CC=C(C=C1)C1=CN=CO1)=O)C1CCNCC1 (N-cyclopropyl-4-oxazol-5-yl-N-piperidin-4-yl-benzamide), ClC1=NC=C(C#N)C=C1 (6-chloro-nicotinonitrile). Yields the product C(#N)C=1C=CC(=NC1)N1CCC(CC1)N(C(C1=CC=C(C=C1)C1=CN=CO1)=O)C1CC1 (N-[1-(5-Cyano-pyridin-2-yl)-piperidin-4-yl]-N-cyclopropyl-4-oxazol-5-yl-benzamide). Reaction SMILES: [CH:1]1([N:4]([CH:18]2[CH2:23][CH2:22][NH:21][CH2:20][CH2:19]2)[C:5](=[O:17])[C:6]2[CH:11]=[CH:10][C:9]([C:12]3[O:16][CH:15]=[N:14][CH:13]=3)=[CH:8][CH:7]=2)[CH2:3][CH2:2]1.Cl[C:25]1[CH:32]=[CH:31][C:28]([C:29]#[N:30])=[CH:27][N:26]=1>>[C:29]([C:28]1[CH:31]=[CH:32][C:25]([N:21]2[CH2:22][CH2:23][CH:18]([N:4]([CH:1]3[CH2:3][CH2:2]3)[C:5](=[O:17])[C:6]3[CH:7]=[CH:8][C:9]([C:12]4[O:16][CH:15]=[N:14][CH:13]=4)=[CH:10][CH:11]=3)[CH2:19][CH2:20]2)=[N:26][CH:27]=1)#[N:30]. Reported procedure: The title compound is prepared from N-cyclopropyl-4-oxazol-5-yl-N-piperidin-4-yl-benzamide and 6-chloro-nicotinonitrile following a procedure analogous to that described in Example 19. LC (method 9): tR=2.02 min; Mass spectrum (ESI+): m/z=414 [M+H]+. The reactants are COc1ccc(C2=NN(C3CCN(Cc4ccc5ccc(=O)oc5c4)CC3)C(=O)C3CC=CCC23)cc1OC, O=C(CCl)N1CCOCC1, Cl. Yields the product COc1ccc(C2=NN(C3CCN(CC(=O)N4CCOCC4)CC3)C(=O)C3CC=CCC23)cc1OC, Cl. As a reaction SMILES: [CH3:12][O:13][c:14]1[cH:15][c:16]([C:22]2=[N:23][N:24]([CH:33]3[CH2:34][CH2:35][N:36]([CH2:39][c:40]4[cH:41][c:42]5[c:43]([cH:44][cH:45][c:46](=[O:47])[o:48]5)[cH:49][cH:50]4)[CH2:37][CH2:38]3)[C:25](=[O:32])[CH:26]3[CH2:27][CH:28]=[CH:29][CH2:30][CH:31]23)[cH:17][cH:18][c:19]1[O:20][CH3:21].[Cl:1][CH2:2][C:3](=[O:4])[N:5]1[CH2:6][CH2:7][O:8][CH2:9][CH2:10]1.[ClH:11]>>[CH2:2]([C:3](=[O:4])[N:5]1[CH2:6][CH2:7][O:8][CH2:9][CH2:10]1)[N:36]1[CH2:35][CH2:34][CH:33]([N:24]2[N:23]=[C:22]([c:16]3[cH:15][c:14]([O:13][CH3:12])[c:19]([O:20][CH3:21])[cH:18][cH:17]3)[CH:31]3[CH:26]([C:25]2=[O:32])[CH2:27][CH:28]=[CH:29][CH2:30]3)[CH2:38][CH2:37]1.[ClH:1]. The reactants are COC1=C(C=CC=C1)N1CCN(CC1)CCN1C(C=2C(C1=O)=CC=CC2)=O (1-(2-methoxyphenyl)-4-[(2-phthalimido)-ethyl] piperazine), O.NN (hydrazine hydrate), O (water). The solvent is C(C)O (ethanol). Run at time 18 hour. Yields the product NCCN1CCN(CC1)C1=C(C=CC=C1)OC (4-[(2-amino)ethyl]-1-(2-methoxyphenyl)piperazine). The yield is 99.0%. As a reaction SMILES: [CH3:1][O:2][C:3]1[CH:8]=[CH:7][CH:6]=[CH:5][C:4]=1[N:9]1[CH2:14][CH2:13][N:12]([CH2:15][CH2:16][N:17]2C(=O)C3=CC=CC=C3C2=O)[CH2:11][CH2:10]1.O.NN.O>C(O)C>[NH2:17][CH2:16][CH2:15][N:12]1[CH2:11][CH2:10][N:9]([C:4]2[CH:5]=[CH:6][CH:7]=[CH:8][C:3]=2[O:2][CH3:1])[CH2:14][CH2:13]1 |f:1.2|. Procedure: To a stirred solution of 1-(2-methoxyphenyl)-4-[(2-phthalimido)-ethyl] piperazine (23.4 mmol) in 160 mL of ethanol were added hydrazine hydrate (31 mL) and water (40 mL) The mixture was stirred at room temperature for 18 hours. The volatiles were evaporated. The residue was partitioned between ethyl acetate and saturated potassium carbonate solution. The organic layer was washed with brine and water, dried over magnesium sulfate, filtered and concentrated to give 4-[(2-amino)ethyl]-1-(2-methoxyp... The reactants are O=C([O-])[O-], COc1cccc2c1CCCC2=O, CCO, Cl, NO, [Na+], [Na+], O. Yields the product COc1cccc2c1CCCC2=NO. RXN SMILES: [C:18](=[O:19])([O-:20])[O-:21].[CH3:1][O:2][c:3]1[c:4]2[c:9]([cH:10][cH:11][cH:12]1)[C:8](=[O:13])[CH2:7][CH2:6][CH2:5]2.[CH3:24][CH2:25][OH:26].[ClH:14].[NH2:15][OH:16].[Na+:22].[Na+:23].[OH2:17]>>[CH3:1][O:2][c:3]1[c:4]2[c:9]([cH:10][cH:11][cH:12]1)[C:8](=[N:15][OH:16])[CH2:7][CH2:6][CH2:5]2.